Dataset: the Open Reaction Database (ORD), a public repository of structured organic reaction records. Task: describe an organic reaction: reactants, conditions, products, and yield Reactants: ClCCl, Cl, CCCCCCCCCCCc1noc(-c2ccc(CN(Cc3ccc(C(F)(F)F)cc3)C(=O)OC(C)(C)C)cc2)n1. Yields the product Cl, CCCCCCCCCCCc1noc(-c2ccc(CNCc3ccc(C(F)(F)F)cc3)cc2)n1. As a reaction SMILES: [Cl:44][CH2:45][Cl:46].[ClH:43].[F:1][C:2]([c:3]1[cH:4][cH:5][c:6]([CH2:7][N:8]([C:9](=[O:10])[O:11][C:12]([CH3:13])([CH3:14])[CH3:15])[CH2:16][c:17]2[cH:18][cH:19][c:20](-[c:23]3[n:24][c:25]([CH2:28][CH2:29][CH2:30][CH2:31][CH2:32][CH2:33][CH2:34][CH2:35][CH2:36][CH2:37][CH3:38])[n:26][o:27]3)[cH:21][cH:22]2)[cH:39][cH:40]1)([F:41])[F:42]>>[ClH:43].[F:1][C:2]([c:3]1[cH:4][cH:5][c:6]([CH2:7][NH:8][CH2:16][c:17]2[cH:18][cH:19][c:20](-[c:23]3[n:24][c:25]([CH2:28][CH2:29][CH2:30][CH2:31][CH2:32][CH2:33][CH2:34][CH2:35][CH2:36][CH2:37][CH3:38])[n:26][o:27]3)[cH:21][cH:22]2)[cH:39][cH:40]1)([F:41])[F:42].